Task: describe an organic reaction: reactants, conditions, products, and yield. Dataset: the Open Reaction Database (ORD), a public repository of structured organic reaction records Starting materials: Cl (HCl), C(C1=CC=CC=C1)OC(=O)C1=CC=2N(C=C1)C=CN2 (benzyl-imidazo[1,2-a]pyridine-7-carboxylate), aqueous solution, [OH-].[K+] (KOH). Run in CO (CH3OH). The product is N=1C=CN2C1C=C(C=C2)C(=O)O (Imidazo[1,2-a]pyridine-7-carboxylic acid). Yield: 97.3%. Reaction SMILES: C([O:8][C:9]([C:11]1[CH:16]=[CH:15][N:14]2[CH:17]=[CH:18][N:19]=[C:13]2[CH:12]=1)=[O:10])C1C=CC=CC=1.[OH-].[K+].Cl>CO>[N:19]1[CH:18]=[CH:17][N:14]2[CH:15]=[CH:16][C:11]([C:9]([OH:10])=[O:8])=[CH:12][C:13]=12 |f:1.2|. Reported procedure: A solution of 0.16 g (0.634 mmol) of benzyl-imidazo[1,2-a]pyridine-7-carboxylate and 1.5 mL of a 1M aqueous solution of KOH (1.6 mmol) in 4 mL of CH3OH was stirred at rt for 2 h. The reaction mixture was made acidic with 1N HCl and partitioned between water and CH2Cl2. The organic fraction was dried over MgSO4 filtered and the filtrate was concentrated to give 0.1 g of the title compound. Reactants: CC(C)([O-])C.[K+] (potassium t-butoxide), CC1=CC=C(C=C1)O (4-methyl-phenol), IC1=CC=C(C(=O)O)C=C1 (4-iodobenzoic acid). Reagents/catalysts: [Cu] (copper). Solvent: CS(=O)C (dimethylsulfoxide). Run at temperature 210 celsius, time 15 minute. The product is CC1=CC=C(OC2=CC=C(C(=O)O)C=C2)C=C1 (4-(4-Methylphenoxy)benzoic Acid). The yield is 88.0%. RXN SMILES: [CH3:1][C:2]1[CH:7]=[CH:6][C:5]([OH:8])=[CH:4][CH:3]=1.CC(C)([O-])C.[K+].I[C:16]1[CH:24]=[CH:23][C:19]([C:20]([OH:22])=[O:21])=[CH:18][CH:17]=1>CS(C)=O.[Cu]>[CH3:1][C:2]1[CH:7]=[CH:6][C:5]([O:8][C:16]2[CH:24]=[CH:23][C:19]([C:20]([OH:22])=[O:21])=[CH:18][CH:17]=2)=[CH:4][CH:3]=1 |f:1.2|. Procedure details: To a solution of 4.36 g of 4-methyl-phenol in 70 ml of dry dimethylsulfoxide under nitrogen with stirring is added 9.0 g of potassium t-butoxide. After stirring for 15 minutes, 0.1 g of copper metal is added followed by 10.0 g of 4-iodobenzoic acid. The reactants are stirred under nitrogen while heating at 210° C. for 18 hours. The cooled reaction mixture is extracted with chloroform (2×900 ml) and the remaining water acidified with 2N HCl (pH=3) with ice bath cooling, to give 8.1 g of the desir...